Dataset: the Open Reaction Database (ORD), a public repository of structured organic reaction records. Task: describe an organic reaction: reactants, conditions, products, and yield Reactants: ICC[C@@H]1[C@@H](C1)C1CCN(CC1)C(=O)OC(C)(C)C (rac-cis-tert-butyl 4-[2-(2-iodoethyl)cyclopropyl]piperidine-1-carboxylate), CN(C)C=O (DMF), OC1=CC=C(CNC2=CC(=NC(=N2)C)C#N)C=C1 (6-[(4-hydroxybenzyl)amino]-2-methylpyrimidine-4-carbonitrile), [H-].[Na+] (sodium hydride). Run at time 10 minute. Product: C(#N)C1=CC(=NC(=N1)C)N(CC[C@@H]1[C@@H](C1)C1CCN(CC1)C(=O)OC(C)(C)C)CC1=CC=C(C=C1)OC (rac-cis-tert-butyl 4-(2-{2-[(6-cyano-2-methylpyrimidin-4-yl)(4-methoxybenzyl)amino]ethyl}cyclopropyl)piperidine-1-carboxylate). Reaction SMILES: I[CH2:2][CH2:3][C@H:4]1[CH2:6][C@H:5]1[CH:7]1[CH2:12][CH2:11][N:10]([C:13]([O:15][C:16]([CH3:19])([CH3:18])[CH3:17])=[O:14])[CH2:9][CH2:8]1.[OH:20][C:21]1[CH:37]=[CH:36][C:24]([CH2:25][NH:26][C:27]2[N:32]=[C:31]([CH3:33])[N:30]=[C:29]([C:34]#[N:35])[CH:28]=2)=[CH:23][CH:22]=1.[H-].[Na+].[CH3:40]N(C=O)C>>[C:34]([C:29]1[N:30]=[C:31]([CH3:33])[N:32]=[C:27]([N:26]([CH2:25][C:24]2[CH:23]=[CH:22][C:21]([O:20][CH3:40])=[CH:37][CH:36]=2)[CH2:2][CH2:3][C@H:4]2[CH2:6][C@H:5]2[CH:7]2[CH2:12][CH2:11][N:10]([C:13]([O:15][C:16]([CH3:19])([CH3:18])[CH3:17])=[O:14])[CH2:9][CH2:8]2)[CH:28]=1)#[N:35] |f:2.3|. Reported procedure: Rac-cis-tert-butyl 4-[2-(2-iodoethyl)cyclopropyl]piperidine-1-carboxylate (86 mg, 0.23 mmol) from Step 3 of this example and 6-[(4-hydroxybenzyl)amino]-2-methylpyrimidine-4-carbonitrile (63.4 mg, 0.25 mmol) from Step 2 of this example were dissolved in DMF (2.3 mL), sodium hydride (18 mg, 0.45 mmol) was added. After 10 minutes, the reaction was quenched with saturated ammonia chloride solution (5 mL), extracted with ethyl acetate (10 mL), second washed with brine (5 mL). The organic phase was dr... The reactants are O=C(CC(=O)OCC)C1=NC=CC=C1 (ethyl 3-oxo-3-pyridin-2-yl-propionate), C(C(=O)O)(=O)O.C1(CC1)NN (cyclopropyl hydrazine oxalate), C1(CC1)C1=C(C=NN1C(C)C)C=O (5-cyclopropyl-1-isopropyl-1H-pyrazole-4-carbaldehyde). The product is C1(CC1)N1N=CC(=C1C1=NC=CC=C1)C=O (1-Cyclopropyl-5-pyridin-2-yl-1H-pyrazole-4-carbaldehyde). As a reaction SMILES: O=[C:2]([C:9]1[CH:14]=[CH:13][CH:12]=[CH:11][N:10]=1)[CH2:3][C:4]([O:6]CC)=O.C(O)(=O)C(O)=O.C1(NN)CC1.C1(C2[N:33]([CH:34]([CH3:36])[CH3:35])[N:32]=[CH:31]C=2C=O)CC1>>[CH:34]1([N:33]2[C:2]([C:9]3[CH:14]=[CH:13][CH:12]=[CH:11][N:10]=3)=[C:3]([CH:4]=[O:6])[CH:31]=[N:32]2)[CH2:36][CH2:35]1 |f:1.2|. Procedure details: 1-Cyclopropyl-5-pyridin-2-yl-1H-pyrazole-4-carbaldehyde was prepared from ethyl 3-oxo-3-pyridin-2-yl-propionate and cyclopropyl hydrazine oxalate in the same manner as 5-cyclopropyl-1-isopropyl-1H-pyrazole-4-carbaldehyde (Example 49). The reactants are CC(C)(C)OC(=O)N1CCc2occc2C1, CO, Cl. Yields the product Cl, c1cc2c(o1)CCNC2. As a reaction SMILES: [C:1]([O:2][C:3](=[O:4])[N:8]1[CH2:9][c:10]2[c:11]([o:14][cH:15][cH:16]2)[CH2:12][CH2:13]1)([CH3:5])([CH3:6])[CH3:7].[CH3:18][OH:19].[ClH:17]>>[ClH:17].[NH:8]1[CH2:9][c:10]2[c:11]([o:14][cH:15][cH:16]2)[CH2:12][CH2:13]1. Starting materials: OCN1C(CC(C1)CCC)=O (1-(hydroxymethyl)-4-propylpyrrolidin-2-one), ClC=1C=CC=2N(C1)C=C(N2)C2=CC=C(C=C2)C (6-chloro-2-(4-methylphenyl)imidazo[1,2-a]pyridine), crude product. The reagents and catalysts are S(O)(O)(=O)=O (sulfuric acid). Solvent: C(C)(=O)O (acetic acid), C(C)(=O)O (acetic acid), [Na] (sodium). The product is ClC=1C=CC=2N(C1)C(=C(N2)C2=CC=C(C=C2)C)CN2C(CC(C2)CCC)=O (1-{[6-chloro-2-(4-methyl phenyl)imidazo[1,2-a]pyridin-3-yl]methyl}-4-propylpyrrolidin-2-one). As a reaction SMILES: O[CH2:2][N:3]1[CH2:7][CH:6]([CH2:8][CH2:9][CH3:10])[CH2:5][C:4]1=[O:11].[Cl:12][C:13]1[CH:14]=[CH:15][C:16]2[N:17]([CH:19]=[C:20]([C:22]3[CH:27]=[CH:26][C:25]([CH3:28])=[CH:24][CH:23]=3)[N:21]=2)[CH:18]=1>S(=O)(=O)(O)O.C(O)(=O)C.[Na]>[Cl:12][C:13]1[CH:14]=[CH:15][C:16]2[N:17]([C:19]([CH2:2][N:3]3[CH2:7][CH:6]([CH2:8][CH2:9][CH3:10])[CH2:5][C:4]3=[O:11])=[C:20]([C:22]3[CH:27]=[CH:26][C:25]([CH3:28])=[CH:24][CH:23]=3)[N:21]=2)[CH:18]=1 |^1:37|. Reported procedure: To a refluxing solution of acetic acid (8 ml) and sulfuric acid (2 drops) is added, dropwised, a solution of 1-(hydroxymethyl)-4-propylpyrrolidin-2-one x2 (400 mg, 2.54 mmol) in 3 ml of acetic acid. 6-chloro-2-(4-methylphenyl)imidazo[1,2-a]pyridine x267 (309 mg, 1.27 mmol, 0.5 eq) is then added in once. The reaction mixture is refluxed for 3 days. After cooling, the reaction mixture is slowly poored in 150 ml of concentrated sodium hydroxyde solution (40% wt) and the crude product is extracted b... Reactants: COc1nc(Br)c(C)nc1N, CO, O=C[O-], [NH4+]. Yields the product COc1ncc(C)nc1N. As a reaction SMILES: [Br:1][c:2]1[n:3][c:4]([O:10][CH3:11])[c:5]([NH2:9])[n:6][c:7]1[CH3:8].[CH3:16][OH:17].[CH:12]([O-:13])=[O:14].[NH4+:15]>>[cH:2]1[n:3][c:4]([O:10][CH3:11])[c:5]([NH2:9])[n:6][c:7]1[CH3:8]. The reactants are [OH-].[Na+] (sodium hydroxide), CC(C(=O)O)(C)SCCC1=CC2=C(OCO2)C=C1 (2-methyl-2-[{2-(1,3-benzodioxol-5-yl)ethyl}thio]propionic acid), C(C)O (ethanol). The solvent is O (water). Product: CC(C(=O)[O-])(C)SCCC1=CC2=C(OCO2)C=C1.[Na+] (Sodium 2-methyl-2-[{2-(1,3-benzodioxol-5-yl)ethyl}thio]propionate). Isolated yield 92.4%. Reaction SMILES: [OH-].[Na+:2].[CH3:3][C:4]([S:9][CH2:10][CH2:11][C:12]1[CH:20]=[CH:19][C:15]2[O:16][CH2:17][O:18][C:14]=2[CH:13]=1)([CH3:8])[C:5]([OH:7])=[O:6].C(O)C>O>[CH3:8][C:4]([S:9][CH2:10][CH2:11][C:12]1[CH:20]=[CH:19][C:15]2[O:16][CH2:17][O:18][C:14]=2[CH:13]=1)([CH3:3])[C:5]([O-:7])=[O:6].[Na+:2] |f:0.1,5.6|. Reported procedure: A solution of 0.90 g of sodium hydroxide in 9.0 ml of water was added to 6 g of 2-methyl-2-[{2-(1,3-benzodioxol-5-yl)ethyl}thio]propionic acid to obtain a solution. 100 ml of ethanol was added to the solution and the solvent was distilled off. The residue was washed with ether. After filtration, the product was dried under reduced pressure to obtain 6 g of the intended compound in the form of a white powder. The reactants are N (ammonia), FC1=CC(=C(NC)C=C1F)[N+](=O)[O-] (4,5-difluoro-N-methyl-2-nitroaniline), Cl.FC(C1CCNCC1)(F)F (4-trifluoromethylpiperidine hydrochloride), C(=O)([O-])[O-].[K+].[K+] (K2CO3). Run in CN(C)C=O (DMF). Run at temperature 40 celsius, time 8 hour. Product: FC1=CC(=C(NC)C=C1N1CCC(CC1)C(F)(F)F)[N+](=O)[O-] (4-Fluoro-N-methyl-2-nitro-5-(4-trifluoromethyl-piperidin-1-yl)aniline). RXN SMILES: [F:1][C:2]1[C:9](F)=[CH:8][C:5]([NH:6][CH3:7])=[C:4]([N+:11]([O-:13])=[O:12])[CH:3]=1.Cl.[F:15][C:16]([F:24])([F:23])[CH:17]1[CH2:22][CH2:21][NH:20][CH2:19][CH2:18]1.C([O-])([O-])=O.[K+].[K+].N>CN(C=O)C>[F:1][C:2]1[C:9]([N:20]2[CH2:21][CH2:22][CH:17]([C:16]([F:24])([F:23])[F:15])[CH2:18][CH2:19]2)=[CH:8][C:5]([NH:6][CH3:7])=[C:4]([N+:11]([O-:13])=[O:12])[CH:3]=1 |f:1.2,3.4.5|. Procedure details: A mixture of 4,5-difluoro-N-methyl-2-nitroaniline (1.0 g, 5.3 mmol), 4-trifluoromethylpiperidine hydrochloride (2.02 g, 10.6 mmol), K2CO3 (1.47 g, 10.6 mmol) and DMF (7 mL) was stirred at 40° C. overnight under Ar atmosphere. The mixture was poured into aqueous ammonia and extracted with EtOAc. The organic layer was dried over Na2SO4, filtered and concentrated. The residue was washed with Et2O/PE to give the sub-title compound. Starting materials: CC(C)c1cc(C#N)cc2nc(-c3ccc(C(=O)NCC4CCN(C(=O)OC(C)(C)C)C4)cc3)oc12, ClCCl, O=C(O)C(F)(F)F. The product is CC(C)c1cc(C#N)cc2nc(-c3ccc(C(=O)NCC4CCNC4)cc3)oc12. RXN SMILES: [C:1](#[N:2])[c:3]1[cH:4][c:5]([CH:34]([CH3:35])[CH3:36])[c:6]2[c:7]([n:8][c:9](-[c:11]3[cH:12][cH:13][c:14]([C:15](=[O:16])[NH:17][CH2:18][CH:19]4[CH2:20][N:21]([C:24]([O:25][C:26]([CH3:27])([CH3:28])[CH3:29])=[O:30])[CH2:22][CH2:23]4)[cH:31][cH:32]3)[o:10]2)[cH:33]1.[Cl:44][CH2:45][Cl:46].[OH:37][C:38]([C:39]([F:40])([F:41])[F:42])=[O:43]>>[C:1](#[N:2])[c:3]1[cH:4][c:5]([CH:34]([CH3:35])[CH3:36])[c:6]2[c:7]([n:8][c:9](-[c:11]3[cH:12][cH:13][c:14]([C:15](=[O:16])[NH:17][CH2:18][CH:19]4[CH2:20][NH:21][CH2:22][CH2:23]4)[cH:31][cH:32]3)[o:10]2)[cH:33]1. The reactants are Cl (hydrochloric acid), C(C)(C)(C)OC(=O)N1CCC(CC1)C(=O)N1CC2=CC(=C(C=C2CC1)OC)OC (4-(6,7-Dimethoxy-3,4-dihydro-1H-isoquinoline-2-carbonyl)-piperidine-1-carboxylic acid tert-butyl ester). Run in CCOCC (Et2O), C(C)(=O)OCC (ethyl acetate). Reaction conditions: time 2 hour. Product: Cl.COC=1C=C2CCN(CC2=CC1OC)C(=O)C1CCNCC1 ((6,7-dimethoxy-3,4-dihydroisoquinolin-2(1H)-yl)(piperidin-4-yl)-methanone hydrochloride). Isolated yield 95.0%. As a reaction SMILES: [ClH:1].C(OC([N:9]1[CH2:14][CH2:13][CH:12]([C:15]([N:17]2[CH2:26][CH2:25][C:24]3[C:19](=[CH:20][C:21]([O:29][CH3:30])=[C:22]([O:27][CH3:28])[CH:23]=3)[CH2:18]2)=[O:16])[CH2:11][CH2:10]1)=O)(C)(C)C>CCOCC.C(OCC)(=O)C>[ClH:1].[CH3:28][O:27][C:22]1[CH:23]=[C:24]2[C:19](=[CH:20][C:21]=1[O:29][CH3:30])[CH2:18][N:17]([C:15]([CH:12]1[CH2:13][CH2:14][NH:9][CH2:10][CH2:11]1)=[O:16])[CH2:26][CH2:25]2 |f:4.5|. Procedure: A solution of 5 N hydrochloric acid in Et2O (15 ml) was added to a solution of 4-(6,7-Dimethoxy-3,4-dihydro-1H-isoquinoline-2-carbonyl)-piperidine-1-carboxylic acid tert-butyl ester (3 g, 7.43 mmol) in ethyl acetate and the mixture was stirred for 2 hours at room temperature. The precipitate formed was collected by filtration and the white solid obtained was identified as (6,7-dimethoxy-3,4-dihydroisoquinolin-2(1H)-yl)(piperidin-4-yl)-methanone hydrochloride (2.1 g, 95% yield).